From a dataset of the Open Reaction Database (ORD), a public repository of structured organic reaction records. describe an organic reaction: reactants, conditions, products, and yield Starting materials: CCOC(C)=O, CN1CCCC1=O, [H-], CC(C)n1cc(-c2nc(Br)c(N)nc2-c2ccccc2)ccc1=O, [Na+], O, Sc1ccccc1. As a reaction SMILES: [CH3:34][CH2:35][O:36][C:37]([CH3:38])=[O:39].[CH3:40][N:41]1[CH2:42][CH2:43][CH2:44][C:45]1=[O:46].[H-:2].[NH2:10][c:11]1[n:12][c:13](-[c:28]2[cH:29][cH:30][cH:31][cH:32][cH:33]2)[c:14](-[c:18]2[cH:19][cH:20][c:21](=[O:27])[n:22]([CH:24]([CH3:25])[CH3:26])[cH:23]2)[n:15][c:16]1[Br:17].[Na+:1].[OH2:47].[SH:3][c:4]1[cH:5][cH:6][cH:7][cH:8][cH:9]1>>[S:3]([c:4]1[cH:5][cH:6][cH:7][cH:8][cH:9]1)[c:16]1[c:11]([NH2:10])[n:12][c:13](-[c:28]2[cH:29][cH:30][cH:31][cH:32][cH:33]2)[c:14](-[c:18]2[cH:19][cH:20][c:21](=[O:27])[n:22]([CH:24]([CH3:25])[CH3:26])[cH:23]2)[n:15]1. Yields the product CC(C)n1cc(-c2nc(Sc3ccccc3)c(N)nc2-c2ccccc2)ccc1=O. Starting materials: COC(CN1N=C(N(C1=O)CC=C)C1=CC=C(C=C1)Cl)=O (Methyl[3-(4-chlorophenyl)-4-allyl-5-oxo-4,5-dihydro-1H-1,2,4-triazol-1-yl]-acetate), O (water), I(=O)(=O)(=O)[O-].[Na+] (sodium periodate). The reagents and catalysts are [Os](=O)(=O)(=O)=O (osmium tetroxide). Solvent: O1CCOCC1 (dioxan). Conditions: time 2.5 day. Yields the product COC(CN1N=C(N(C1=O)CC=O)C1=CC=C(C=C1)Cl)=O (Methyl[3-(4-chlorophenyl)-4-(2-oxoethyl)-5-oxo-4,5-dihydro-1H-1,2,4-triazol-1-yl]-acetate). RXN SMILES: [CH3:1][O:2][C:3](=[O:21])[CH2:4][N:5]1[C:9](=[O:10])[N:8]([CH2:11][CH:12]=C)[C:7]([C:14]2[CH:19]=[CH:18][C:17]([Cl:20])=[CH:16][CH:15]=2)=[N:6]1.O.I([O-])(=O)(=O)=[O:24].[Na+]>O1CCOCC1.[Os](=O)(=O)(=O)=O>[CH3:1][O:2][C:3](=[O:21])[CH2:4][N:5]1[C:9](=[O:10])[N:8]([CH2:11][CH:12]=[O:24])[C:7]([C:14]2[CH:19]=[CH:18][C:17]([Cl:20])=[CH:16][CH:15]=2)=[N:6]1 |f:2.3|. Procedure details: 1.00 g (3.25 mmol) of the compound from Example 214A and 217 mg of OsEnCat 40 (micro-encapsulated osmium tetroxide, 0.3 mmol/g, 65 μmol) are placed in 20 ml dioxan and 9 ml water and slowly treated with 2.09 g (9.8 mmol) of sodium periodate at RT. This is allowed to react with vigorous stirring (1-4 days) until HPLC testing of the mixture shows adequate conversion. For the workup, the osmium catalyst is removed by filtration, then washed with dioxan and the total filtrate freed from the organic ... The reactants are CCOC(=O)C(=O)c1cn(Cc2ccccc2)c2ccc(-c3ccccc3)cc12, C1CCOC1, [K+], [OH-], O. The product is O=C(O)C(=O)c1cn(Cc2ccccc2)c2ccc(-c3ccccc3)cc12. RXN SMILES: [CH2:1]([c:2]1[cH:3][cH:4][cH:5][cH:6][cH:7]1)[n:8]1[cH:9][c:10]([C:23]([C:24](=[O:25])[O:26][CH2:27][CH3:28])=[O:29])[c:11]2[cH:12][c:13](-[c:17]3[cH:18][cH:19][cH:20][cH:21][cH:22]3)[cH:14][cH:15][c:16]12.[CH2:32]1[O:33][CH2:34][CH2:35][CH2:36]1.[K+:31].[OH-:30].[OH2:37]>>[CH2:1]([c:2]1[cH:3][cH:4][cH:5][cH:6][cH:7]1)[n:8]1[cH:9][c:10]([C:23]([C:24](=[O:25])[OH:26])=[O:29])[c:11]2[cH:12][c:13](-[c:17]3[cH:18][cH:19][cH:20][cH:21][cH:22]3)[cH:14][cH:15][c:16]12. The reactants are CN(C)C=O, Cc1ccccc1, O=C(O)Cc1ccccc1Oc1ccc(Cl)cc1, O=S(Cl)Cl. Product: O=C(Cl)Cc1ccccc1Oc1ccc(Cl)cc1. RXN SMILES: [CH3:19][N:20]([CH3:21])[CH:22]=[O:23].[CH3:28][c:29]1[cH:30][cH:31][cH:32][cH:33][cH:34]1.[Cl:1][c:2]1[cH:3][cH:4][c:5]([O:6][c:7]2[c:8]([CH2:13][C:14](=[O:15])[OH:16])[cH:9][cH:10][cH:11][cH:12]2)[cH:17][cH:18]1.[S:24]([Cl:25])([Cl:26])=[O:27]>>[Cl:1][c:2]1[cH:3][cH:4][c:5]([O:6][c:7]2[c:8]([CH2:13][C:14](=[O:15])[Cl:26])[cH:9][cH:10][cH:11][cH:12]2)[cH:17][cH:18]1. Reactants: N(=[N+]=[N-])C[C@H]1CC[C@@H](CO1)N1C(=NC=2C1=C1C(=NC2)C=CS1)[C@@H](C)O ((1R)-1-{1-[(3S,6R)-6-(azidomethyl)tetrahydro-2H-pyran-3-yl]-1H-imidazo[4,5-d]thieno[3,2-b]pyridin-2-yl}ethanol). Reagents/catalysts: [Pd] (palladium on carbon). Solvent: CO (methanol). Reaction conditions: time 8 hour. The product is NC[C@H]1CC[C@@H](CO1)N1C(=NC=2C1=C1C(=NC2)C=CS1)[C@@H](C)O ((1R)-1-{1-[(3S,6R)-6-(Aminomethyl)tetrahydro-2H-pyran-3-yl]-1H-imidazo[4,5-d]thieno[3,2-b]pyridin-2-yl}ethanol). Yield: 97.3%. RXN SMILES: [N:1]([CH2:4][C@@H:5]1[O:10][CH2:9][C@@H:8]([N:11]2[C:15]3=[C:16]4[S:22][CH:21]=[CH:20][C:17]4=[N:18][CH:19]=[C:14]3[N:13]=[C:12]2[C@H:23]([OH:25])[CH3:24])[CH2:7][CH2:6]1)=[N+]=[N-]>CO.[Pd]>[NH2:1][CH2:4][C@@H:5]1[O:10][CH2:9][C@@H:8]([N:11]2[C:15]3=[C:16]4[S:22][CH:21]=[CH:20][C:17]4=[N:18][CH:19]=[C:14]3[N:13]=[C:12]2[C@H:23]([OH:25])[CH3:24])[CH2:7][CH2:6]1. Reported procedure: A solution of (1R)-1-{1-[(3S,6R)-6-(azidomethyl)tetrahydro-2H-pyran-3-yl]-1H-imidazo[4,5-d]thieno[3,2-b]pyridin-2-yl}ethanol (12 mg, 0.034 mmol) in methanol (0.2 mL) was added 10% palladium on carbon (5.7 mg). The resulting mixture was stirred under H2 balloon overnight. The reaction mixture was filtered through a pad of Celite and washed with methanol. The solvent was removed under reduced pressure to give the desired product (11 mg, 99%). LCMS calculated for C16H21N4O2S (M+H)+: m/z=333.1. Foun... The reactants are Cl, CC(=O)Nc1cc(-c2ccncc2)[nH]n1. Yields the product Nc1cc(-c2ccncc2)[nH]n1. As a reaction SMILES: [ClH:16].[n:1]1[cH:2][cH:3][c:4](-[c:7]2[cH:8][c:9]([NH:12][C:13](=[O:14])[CH3:15])[n:10][nH:11]2)[cH:5][cH:6]1>>[n:1]1[cH:2][cH:3][c:4](-[c:7]2[cH:8][c:9]([NH2:12])[n:10][nH:11]2)[cH:5][cH:6]1.